From a dataset of the Open Reaction Database (ORD), a public repository of structured organic reaction records. describe an organic reaction: reactants, conditions, products, and yield The reactants are [N+](=O)([O-])C=1SC=C(C1)C=O (2-Nitrothiophene-4-carboxaldehyde), C1CC(=O)CC1=O (1,3-cyclopentadione), NC1=CC(NN1C)=O (5-amino-1-methyl-1,2-dihydropyrazol-3-one). Product: CN1NC(C=2C(C3=C(NC21)CCC3=O)C3=CSC(=C3)[N+](=O)[O-])=O (1-methyl-4-(5-nitro-3-thienyl)-1,2,4,6,7,8-hexahydrocyclopenta[b]pyrazolo[4,3-e]pyridine-3,5-dione). Isolated yield 72.2%. Reaction SMILES: [N+:1]([C:4]1[S:5][CH:6]=[C:7]([CH:9]=O)[CH:8]=1)([O-:3])=[O:2].[CH2:11]1[C:16](=O)[CH2:15][C:13](=[O:14])[CH2:12]1.[NH2:18][C:19]1[N:23]([CH3:24])[NH:22][C:21](=[O:25])[CH:20]=1>>[CH3:24][N:23]1[C:19]2[NH:18][C:16]3[CH2:11][CH2:12][C:13](=[O:14])[C:15]=3[CH:9]([C:7]3[CH:8]=[C:4]([N+:1]([O-:3])=[O:2])[S:5][CH:6]=3)[C:20]=2[C:21](=[O:25])[NH:22]1. Procedure: 2-Nitrothiophene-4-carboxaldehyde (0.16 g, 1.0 mmol), 1,3-cyclopentadione (0.1 g, 1.0 mmol), and 5-amino-1-methyl-1,2-dihydropyrazol-3-one (0.11 g, 1.0 mmol) were processed as described in Example 1 to provide 0.24 g of the title compound. 1H NMR (300 MHz, DMSO-d6) δ 2.35 (m, 2H), 2.68 (m, 2H), 3.5 (s, 3H), 4.8 (s, 1H), 7.51 (d, 1H), 7.89 (d, 1H), 9.75 (bs, 1H), 10.47 (s, 1H); MS (ESI−) m/z 331 (M−H)−; Anal. calcd for C14H12N4O4S: C, 50.60; H, 3.64; N, 16.86. Found: C, 51.06; H, 3.68; N, 16.97. The reactants are N(=O)OCCCC (n-butyl nitrite), [O-]CC.[Na+] (sodium ethoxide), [Na] (sodium), N1=CC(=CC=C1)CC#N (3-pyridineacetonitrile). Solvent: C(C)O (ethanol), C(C)O (ethanol). Product: ON=C(C#N)C=1C=NC=CC1 (α-Hydroxyimino-3-pyridineacetonitrile). RXN SMILES: [O-]CC.[Na+].[Na].[N:6]1[CH:11]=[CH:10][CH:9]=[C:8]([CH2:12][C:13]#[N:14])[CH:7]=1.[N:15](OCCCC)=[O:16]>C(O)C>[OH:16][N:15]=[C:12]([C:8]1[CH:7]=[N:6][CH:11]=[CH:10][CH:9]=1)[C:13]#[N:14] |f:0.1,^1:4|. Procedure: To a stirred solution of sodium ethoxide in anhydrous ethanol, prepared from 5 g of sodium and 50 ml of anhydrous ethanol, 24 g of 3-pyridineacetonitrile was added, followed by dropwise addition of 21 g freshly distilled n-butyl nitrite. The reaction mixture was stirred for another hour and the precipitated sodium salt of the oxime was filtered and washed with ether. The free oxime was obtained by acidification of an aqueous solution of the salt and recrystallization from water, yielding 17 g (5... Reactants: O=C([O-])[O-], Cc1cc(O)ccc1N, CS(C)=O, N#Cc1cc(F)ccc1F, [K+], [K+]. The product is Cc1cc(Oc2ccc(F)cc2C#N)ccc1N. RXN SMILES: [C:20](=[O:21])([O-:22])[O-:23].[CH3:11][c:12]1[cH:13][c:14]([OH:15])[cH:16][cH:17][c:18]1[NH2:19].[CH3:26][S:27]([CH3:28])=[O:29].[F:1][c:2]1[c:3]([C:4]#[N:5])[cH:6][c:7]([F:10])[cH:8][cH:9]1.[K+:24].[K+:25]>>[c:2]1([O:15][c:14]2[cH:13][c:12]([CH3:11])[c:18]([NH2:19])[cH:17][cH:16]2)[c:3]([C:4]#[N:5])[cH:6][c:7]([F:10])[cH:8][cH:9]1. Yields the product Fc1ccc(Oc2cc(F)cc(Br)c2)cc1. Starting materials: [Br-], Fc1cc(Br)cc(Br)c1, COCCOCCOC, Oc1ccc(F)cc1. As a reaction SMILES: [Br-:18].[Br:9][c:10]1[cH:11][c:12]([Br:17])[cH:13][c:14]([F:16])[cH:15]1.[CH3:19][O:20][CH2:21][CH2:22][O:23][CH2:24][CH2:25][O:26][CH3:27].[F:1][c:2]1[cH:3][cH:4][c:5]([OH:8])[cH:6][cH:7]1>>[F:1][c:2]1[cH:3][cH:4][c:5]([O:8][c:10]2[cH:11][c:12]([Br:17])[cH:13][c:14]([F:16])[cH:15]2)[cH:6][cH:7]1. Starting materials: CC1=C(C=C(C=C1)[N+](=O)[O-])\N=C(\C1=CC=2C(=NC=CN2)S1)/Cl ((Z)—N-(2-methyl-5-nitrophenyl)thieno[2,3-b]pyrazine-6-carbimidoyl chloride), [C-]#N.[K+] (potassium cyanide). Solvent: C1CCOC1 (THF), O (water), C(C)#N (acetonitrile). Run at time 6 hour. The product is CC1=C(C=C(C=C1)[N+](=O)[O-])\N=C(\C1=CC=2C(=NC=CN2)S1)/C#N ((E)-N-(2-methyl-5-nitrophenyl)thieno[2,3-b]pyrazine-6-carbimidoyl cyanide). Yield: 63.7%. Reaction SMILES: [CH3:1][C:2]1[CH:7]=[CH:6][C:5]([N+:8]([O-:10])=[O:9])=[CH:4][C:3]=1/[N:11]=[C:12](\Cl)/[C:13]1[S:21][C:16]2=[N:17][CH:18]=[CH:19][N:20]=[C:15]2[CH:14]=1.[C-:23]#[N:24].[K+]>C1COCC1.O.C(#N)C>[CH3:1][C:2]1[CH:7]=[CH:6][C:5]([N+:8]([O-:10])=[O:9])=[CH:4][C:3]=1/[N:11]=[C:12](\[C:23]#[N:24])/[C:13]1[S:21][C:16]2=[N:17][CH:18]=[CH:19][N:20]=[C:15]2[CH:14]=1 |f:1.2|. Procedure: To a solution of (Z)—N-(2-methyl-5-nitrophenyl)thieno[2,3-b]pyrazine-6-carbimidoyl chloride 76 (100 mg, 0.301 mmol) in THF (15 mL), water (0.5 mL) and acetonitrile (15 mL) was added potassium cyanide (98 mg, 1.503 mmol). The reaction was stirred at rt for 6 h. Quenched in NaHCO3 solution and resulting precipitate was collected to give crude (E)-N-(2-methyl-5-nitrophenyl)thieno[2,3-b]pyrazine-6-carbimidoyl cyanide 77 (62 mg, 63.8%) which was used without further purification. (m/z)=324 (M+H)+.